From a dataset of the Open Reaction Database (ORD), a public repository of structured organic reaction records. describe an organic reaction: reactants, conditions, products, and yield Reactants: CO.C[O-].[Na+] (sodium methoxide methanol), C(C)(=O)O.C(=N)N (formarnidine acetate), S(O)(O)(=O)=O (sulfuric acid), O (water), C(C)(=O)O.C(=N)N (formamidine acetate), FC(C(CC(=O)OCC)=O)C (ethyl 4-fluoro-3-oxopentanoate). Run in CO (methanol). Run at temperature 50 celsius, time 3 hour. Yields the product FC(C)C1=CC(NC=N1)=O (6-(1-fluoroethyl)-4-pyrimidone). Yield: 84.5%. As a reaction SMILES: CO.C[O-].[Na+].C(O)(=O)C.[CH:10]([NH2:12])=[NH:11].S(=O)(=O)(O)O.O.[F:19][CH:20]([CH3:29])[C:21](=O)[CH2:22][C:23](OCC)=[O:24]>CO>[F:19][CH:20]([C:21]1[N:12]=[CH:10][NH:11][C:23](=[O:24])[CH:22]=1)[CH3:29] |f:0.1.2,3.4|. Procedure: To a solution in which 24.3 g of ethyl 4-fluoro-3-oxopentanoate had been dissolved in 330 ml of methanol were added 72.3 g of a 28 % sodium methoxide methanol solution and 15.6 g of formarnidine acetate, and the mixture was stirred at 50° C. for 3 hours. To the mixture was further added 7.81 g of formamidine acetate and after stirring the mixture at 50° C. for 4 hours, the mixture was cooled to 10° C. or lower. After cooling, 18.8 g of conc. sulfuric acid and 13.5 g of water were added to the re... Reactants: C(Cl)Cl (DCM), CCN(C(C)C)C(C)C (DIPEA), ClC=1C(=NC(=NC1)Cl)Cl (trichloropyrimidine), C(Cl)Cl (DCM), C[C@@H]1NCCOC1 (3-(S)-methylmorpholine). Conditions: time 3 hour. Product: ClC1=NC(=NC(=C1)Cl)N1[C@H](COCC1)C ((S)-4-(4,6-dichloropyrimidin-2-yl)-3-methylmorpholine). Reaction SMILES: Cl[C:2]1[C:3]([Cl:9])=[N:4][C:5](Cl)=[N:6][CH:7]=1.CCN(C(C)C)C(C)C.[CH3:19][C@H:20]1[CH2:25][O:24][CH2:23][CH2:22][NH:21]1.C(Cl)[Cl:27]>>[Cl:27][C:7]1[CH:2]=[C:3]([Cl:9])[N:4]=[C:5]([N:21]2[CH2:22][CH2:23][O:24][CH2:25][C@@H:20]2[CH3:19])[N:6]=1. Procedure details: To a solution of trichloropyrimidine (5.04 g, 27.3 mol) in DCM (50 mL) cooled to 0° C. was added DIPEA (4.79 mL, 27.3 mol), followed by 3-(S)-methylmorpholine (3.11 g, 30.5 mol) dropwise. The reaction mixture was allowed to warm to RT and stirred for 3 h wherupon it was diluted with DCM, washed with water and brine, dried over magnesium sulfate, filtered and the solvent removed in vacuo. The residue was purified by flash chromatography (5-10% EtOAc in petroleum ether (40-60)) to yield the two is... Reactants: N1(N=CN=C1)C=1C=C2C(=CN1)NC=C2CCC(=O)OCC (ethyl 3-(5-(1,2,4-triazol-1-yl)-1H-pyrrolo[2,3-c]pyridin-3-yl)propionate), [OH-].[Na+] (NaOH), Cl (HCl). The solvent is CO (methanol). Run at temperature 50 celsius. Yields the product N1(N=CN=C1)C=1C=C2C(=CN1)NC=C2CCC(=O)O (3-(5-(1,2,4-triazol-1-yl)-1H-pyrrolo[2,3-c]pyridin-3-yl)propionic acid). The yield is 168.4%. As a reaction SMILES: [N:1]1([C:6]2[CH:7]=[C:8]3[C:14]([CH2:15][CH2:16][C:17]([O:19]CC)=[O:18])=[CH:13][NH:12][C:9]3=[CH:10][N:11]=2)[CH:5]=[N:4][CH:3]=[N:2]1.[OH-].[Na+].Cl>CO>[N:1]1([C:6]2[CH:7]=[C:8]3[C:14]([CH2:15][CH2:16][C:17]([OH:19])=[O:18])=[CH:13][NH:12][C:9]3=[CH:10][N:11]=2)[CH:5]=[N:4][CH:3]=[N:2]1 |f:1.2|. Reported procedure: To a solution of ethyl 3-(5-(1,2,4-triazol-1-yl)-1H-pyrrolo[2,3-c]pyridin-3-yl)propionate (0.43 g, 1.5 mmol) in methanol (20 mL) was added NaOH (4M, 1 mL) and the mixture was heated at 50° C. for 5 hours. After cooling the solution was neutralised (5M, HCl) and the solvents evaporated in vacuo to give 3-(5-(1,2,4-triazol-1-yl)-1H-pyrrolo[2,3-c]pyridin-3-yl)propionic acid (0.65 g) as a colourless solid. 1H NMR (360 MHz, d6 -DMSO) δ 2.60 (2H, t, J=7.5Hz), 2.98 (2H, t, J=7.4Hz), 7.55 (1H, s), 7.98 ... The reactants are BrC=1C=2C3=C(C(NC2C=CC1OC)=O)SC=C3 (9-bromo-8-methoxythieno[2,3-c]quinolin-4(5H)-one), ClC1=C(CCNC(OC(C)(C)C)=O)C=CC(=C1)B1OC(C(O1)(C)C)(C)C (tert-butyl 2-chloro-4-(4,4,5,5-tetramethyl-1,3,2-dioxaborolan-2-yl)phenethylcarbamate). Yields the product ClC1=C(CCNC(OC(C)(C)C)=O)C=CC(=C1)C=1C=2C3=C(C(NC2C=CC1OC)=O)SC=C3 (tert-Butyl 2-chloro-4-(8-methoxy-4-oxo-4,5-dihydrothieno[2,3-c]quinolin-9-yl)phenethylcarbamate). Isolated yield 56.3%. As a reaction SMILES: Br[C:2]1[C:3]2[C:4]3[CH:17]=[CH:16][S:15][C:5]=3[C:6](=[O:14])[NH:7][C:8]=2[CH:9]=[CH:10][C:11]=1[O:12][CH3:13].[Cl:18][C:19]1[CH:34]=[C:33](B2OC(C)(C)C(C)(C)O2)[CH:32]=[CH:31][C:20]=1[CH2:21][CH2:22][NH:23][C:24](=[O:30])[O:25][C:26]([CH3:29])([CH3:28])[CH3:27]>>[Cl:18][C:19]1[CH:34]=[C:33]([C:2]2[C:3]3[C:4]4[CH:17]=[CH:16][S:15][C:5]=4[C:6](=[O:14])[NH:7][C:8]=3[CH:9]=[CH:10][C:11]=2[O:12][CH3:13])[CH:32]=[CH:31][C:20]=1[CH2:21][CH2:22][NH:23][C:24](=[O:30])[O:25][C:26]([CH3:29])([CH3:28])[CH3:27]. Procedure: Following General Procedure B, 9-bromo-8-methoxythieno[2,3-c]quinolin-4(5H)-one (3.0 g, 9.7 mmol) was reacted with tert-butyl 2-chloro-4-(4,4,5,5-tetramethyl-1,3,2-dioxaborolan-2-yl)phenethylcarbamate (5.53 g, 14.5 mmol) to afford the desired product (2.65 g, 57%) as a light brown solid. ESI MS m/z 485 [C25H25ClN2O4S+H]+.